From a dataset of the Open Reaction Database (ORD), a public repository of structured organic reaction records. describe an organic reaction: reactants, conditions, products, and yield Product: C=CCOC(=O)NC1=CC=C2C(=N1)C(=CN2)C2CCN(CC2)C(=O)OC(C)(C)C (5-(N-[prop-1-en-3-yloxycarbonyl]amino)-3-(1-tert-butoxycarbonylpiperidin-4-yl)pyrrolo[3,2-b]pyridine). Conditions: temperature 50 celsius, time 1.5 hour. RXN SMILES: [NH2:1][C:2]1[N:7]=[C:6]2[C:8]([CH:11]3[CH2:16][CH2:15][N:14]([C:17]([O:19][C:20]([CH3:23])([CH3:22])[CH3:21])=[O:18])[CH2:13][CH2:12]3)=[CH:9][NH:10][C:5]2=[CH:4][CH:3]=1.Cl[C:25]([O:27][CH2:28][CH:29]=[CH2:30])=[O:26]>N1C=CC=CC=1>[CH2:30]=[CH:29][CH2:28][O:27][C:25]([NH:1][C:2]1[N:7]=[C:6]2[C:8]([CH:11]3[CH2:16][CH2:15][N:14]([C:17]([O:19][C:20]([CH3:23])([CH3:22])[CH3:21])=[O:18])[CH2:13][CH2:12]3)=[CH:9][NH:10][C:5]2=[CH:4][CH:3]=1)=[O:26]. Starting materials: NC1=CC=C2C(=N1)C(=CN2)C2CCN(CC2)C(=O)OC(C)(C)C (5-amino-3-(1-tert-butoxycarbonylpiperidin-4-yl)pyrrolo[3,2-b]pyridine), ClC(=O)OCC=C (allyl chloroformate), ClC(=O)OCC=C (allyl chloroformate). Solvent: N1=CC=CC=C1 (pyridine). Isolated yield 57.5%. Reported procedure: A mixture of 4.0 gm (12.6 mMol) 5-amino-3-(1-tert-butoxycarbonylpiperidin-4-yl)pyrrolo[3,2-b]pyridine and 2.7 mL (25.2 mMol) allyl chloroformate in 200 mL pyridine was heated at 50° C. for 5 hours. At this point an additional 2 mL of allyl chloroformate were added and heating was continued for another 1.5 hours. The reaction mixture was concentrated under reduced pressure and the resulting residue partitioned between 1N sodium hydroxide and chloroform. The phases were separated and the aqueous p... Reactants: BrC1=CC=C(C=C1)N1N=C(C2=CC=CC(=C12)C(F)(F)F)C1=CC=C(C=C1)OC (1-(4-bromophenyl)-3-(4-methoxyphenyl)-7-trifluoromethyl-1H-indazole), B(Br)(Br)Br (boron tribromide), C1=CCCCC1 (cyclohexene). Product: BrC1=CC=C(C=C1)N1N=C(C2=CC=CC(=C12)C(F)(F)F)C1=CC=C(C=C1)O (4-[1-(4-bromophenyl)-7-(trifluoromethyl)-1H-indazol-3-yl]phenol). Isolated yield 11.5%. Reaction SMILES: [Br:1][C:2]1[CH:7]=[CH:6][C:5]([N:8]2[C:16]3[C:11](=[CH:12][CH:13]=[CH:14][C:15]=3[C:17]([F:20])([F:19])[F:18])[C:10]([C:21]3[CH:26]=[CH:25][C:24]([O:27]C)=[CH:23][CH:22]=3)=[N:9]2)=[CH:4][CH:3]=1.B(Br)(Br)Br.C1CCCCC=1>>[Br:1][C:2]1[CH:3]=[CH:4][C:5]([N:8]2[C:16]3[C:11](=[CH:12][CH:13]=[CH:14][C:15]=3[C:17]([F:20])([F:18])[F:19])[C:10]([C:21]3[CH:22]=[CH:23][C:24]([OH:27])=[CH:25][CH:26]=3)=[N:9]2)=[CH:6][CH:7]=1. Procedure details: Prepared according to Method C step B from 1-(4-bromophenyl)-3-(4-methoxyphenyl)-7-trifluoromethyl-1H-indazole (0.5 mmol), boron tribromide (0.188 mL, 2.0 mmol) and 0.2 mL of cyclohexene to give the product (0.025 g) as a tan solid. The product is COCCN(C(C)C)C1CCN(C(=O)OC(C)(C)C)CC1. The reactants are CC(C)Br, COCCNC1CCN(C(=O)OC(C)(C)C)CC1, O=C([O-])[O-], CC#N, ClCCl, [K+], [K+]. RXN SMILES: [Br:19][CH:20]([CH3:21])[CH3:22].[C:1]([CH3:2])([CH3:3])([CH3:4])[O:5][C:6](=[O:7])[N:8]1[CH2:9][CH2:10][CH:11]([NH:14][CH2:15][CH2:16][O:17][CH3:18])[CH2:12][CH2:13]1.[C:23](=[O:24])([O-:25])[O-:26].[CH3:29][C:30]#[N:31].[Cl:32][CH2:33][Cl:34].[K+:27].[K+:28]>>[C:1]([CH3:2])([CH3:3])([CH3:4])[O:5][C:6](=[O:7])[N:8]1[CH2:9][CH2:10][CH:11]([N:14]([CH2:15][CH2:16][O:17][CH3:18])[CH:20]([CH3:21])[CH3:22])[CH2:12][CH2:13]1. Reported procedure: Into a round bottom flask was combined 5-nitro-isochromen-1-one (2.0 g, 0.0094 mol), tert-butyl 4-(aminomethyl)piperidine-1-carboxylate hydrochloride (4.7 g, 0.019 mol) and methanol (80 mL, 2 mol). The mixture was heated at reflux for 1.5 hours. The mixture was cooled to room temperature and was stirred overnight. LC-MS showed the starting material was completely consumed. Volatiles were removed and the resulting oil was purified by silical gel in a methanol:methylene chloride (0-10%) gradient. ... Starting materials: [N+](=O)([O-])C1=C2C=COC(C2=CC=C1)=O (5-nitro-isochromen-1-one), Cl.NCC1CCN(CC1)C(=O)OC(C)(C)C (tert-butyl 4-(aminomethyl)piperidine-1-carboxylate hydrochloride), CO (methanol). Isolated yield 88.4%. Product: C(C)(C)(C)OC(=O)N1CCC(CC1)CN1C(C2=CC=CC(=C2C=C1)[N+](=O)[O-])=O (4-(5-Nitro-1-oxo-1H-isoquinolin-2-ylmethyl)-piperidine-1-carboxylic acid-tert-butyl ester). Run at time 8 hour. Reaction SMILES: [N+:1]([C:4]1[CH:13]=[CH:12][CH:11]=[C:10]2[C:5]=1[CH:6]=[CH:7]O[C:9]2=[O:14])([O-:3])=[O:2].Cl.[NH2:16][CH2:17][CH:18]1[CH2:23][CH2:22][N:21]([C:24]([O:26][C:27]([CH3:30])([CH3:29])[CH3:28])=[O:25])[CH2:20][CH2:19]1.CO>>[C:27]([O:26][C:24]([N:21]1[CH2:22][CH2:23][CH:18]([CH2:17][N:16]2[CH:7]=[CH:6][C:5]3[C:10](=[CH:11][CH:12]=[CH:13][C:4]=3[N+:1]([O-:3])=[O:2])[C:9]2=[O:14])[CH2:19][CH2:20]1)=[O:25])([CH3:30])([CH3:29])[CH3:28] |f:1.2|. The reactants are Cl.CN1C(CCC2=CC(=CC=C12)C=1C=NC=C(C1)O[C@@H]1CNCC1)=O (1-methyl-6-[5-((S)-pyrrolidin-3-yloxy)-pyridin-3-yl]-3,4-dihydro-1H-quinolin-2-one hydrochloride), C(C)OC(=O)Cl (chloroformic acid ethyl ester). The product is C(C)OC(=O)N1C[C@H](CC1)OC=1C=NC=C(C1)C=1C=C2CCC(N(C2=CC1)C)=O ((S)-3-[5-(1-Methyl-2-oxo-1,2,3,4-tetrahydro-quinolin-6-yl)-pyridin-3-yloxy]-pyrrolidine-1-carboxylic acid ethyl ester). As a reaction SMILES: Cl.[CH3:2][N:3]1[C:12]2[C:7](=[CH:8][C:9]([C:13]3[CH:14]=[N:15][CH:16]=[C:17]([O:19][C@H:20]4[CH2:24][CH2:23][NH:22][CH2:21]4)[CH:18]=3)=[CH:10][CH:11]=2)[CH2:6][CH2:5][C:4]1=[O:25].[CH2:26]([O:28][C:29](Cl)=[O:30])[CH3:27]>>[CH2:26]([O:28][C:29]([N:22]1[CH2:23][CH2:24][C@H:20]([O:19][C:17]2[CH:16]=[N:15][CH:14]=[C:13]([C:9]3[CH:8]=[C:7]4[C:12](=[CH:11][CH:10]=3)[N:3]([CH3:2])[C:4](=[O:25])[CH2:5][CH2:6]4)[CH:18]=2)[CH2:21]1)=[O:30])[CH3:27] |f:0.1|. Procedure: In analogy to the procedure described in example 76, 1-methyl-6-[5-((S)-pyrrolidin-3-yloxy)-pyridin-3-yl]-3,4-dihydro-1H-quinolin-2-one hydrochloride (example 60) has been reacted with chloroformic acid ethyl ester to give the title compound as a light yellow amorphous solid. MS: 396.5 (M+H+). Reactants: BrBr (bromine), C(C1=CC=CC=C1)N1CC=2N(CC1)C(=NC2)Br (7-Benzyl-3-bromo-5,6,7,8-tetrahydroimidazo[1,5-a]pyrazine), C(C1=CC=CC=C1)N1CC=2N(CC1)C(=NC2)Br (7-benzyl-3-bromo-5,6,7,8-tetrahydroimidazo[1,5-a]pyrazine), 03/076427 A1, C(C1=CC=CC=C1)N1CC=2N(CC1)C=NC2 (7-benzyl-5,6,7,8-tetrahydro imidazo[1,5-a]pyrazine), C(CCC)[Li] (n-Butyllithium). Solvent: O (H2O), C1CCOC1 (THF), dry ice acetone. Conditions: time 15 minute. The product is C(C1=CC=CC=C1)N1CC=2N(CC1)C=NC2Br (7-benzyl-1-bromo-5,6,7,8-tetrahydroimidazo[1,5-a]pyrazine), 71A. Yield: 42.2%. As a reaction SMILES: [CH2:1]([N:8]1[CH2:13][CH2:12][N:11]2[C:14](Br)=[N:15][CH:16]=[C:10]2[CH2:9]1)[C:2]1[CH:7]=[CH:6][CH:5]=[CH:4][CH:3]=1.C(N1CCN2C=NC=C2C1)C1C=CC=CC=1.C([Li])CCC.[Br:39]Br>C1COCC1.O>[CH2:1]([N:8]1[CH2:13][CH2:12][N:11]2[CH:14]=[N:15][C:16]([Br:39])=[C:10]2[CH2:9]1)[C:2]1[CH:7]=[CH:6][CH:5]=[CH:4][CH:3]=1. Reported procedure: 7-Benzyl-3-bromo-5,6,7,8-tetrahydroimidazo[1,5-a]pyrazine: The synthesis of 7-benzyl-3-bromo-5,6,7,8-tetrahydroimidazo[1,5-a]pyrazine is described in PCT/IB03/00998 WO 03/076427 A1. A solution of 7-benzyl-5,6,7,8-tetrahydro imidazo[1,5-a]pyrazine (450 mg, 2.110 mmol) in THF was cooled in dry ice acetone bath. n-Butyllithium (0.928 mL, 2.321 mmol) was added dropwise. After 15 mins, bromine (0.120 mL, 2.321 mmol) was added dropwise. After 1 h, the solution was poured into H2O and extracted with DC...